Dataset: the Open Reaction Database (ORD), a public repository of structured organic reaction records. Task: describe an organic reaction: reactants, conditions, products, and yield Reactants: COc1ccc(N)cc1, O=C1C(Cl)=C(c2ccccc2)C(=O)N1Cc1ccccn1, CN(C)C=O. Product: COc1ccc(NC2=C(c3ccccc3)C(=O)N(Cc3ccccn3)C2=O)cc1. RXN SMILES: [CH3:22][O:23][c:24]1[cH:25][cH:26][c:27]([NH2:28])[cH:29][cH:30]1.[Cl:1][C:2]1=[C:6]([c:7]2[cH:8][cH:9][cH:10][cH:11][cH:12]2)[C:5](=[O:13])[N:4]([CH2:14][c:15]2[n:16][cH:17][cH:18][cH:19][cH:20]2)[C:3]1=[O:21].[O:31]=[CH:32][N:33]([CH3:34])[CH3:35]>>[C:2]1([NH:28][c:27]2[cH:26][cH:25][c:24]([O:23][CH3:22])[cH:30][cH:29]2)=[C:6]([c:7]2[cH:8][cH:9][cH:10][cH:11][cH:12]2)[C:5](=[O:13])[N:4]([CH2:14][c:15]2[n:16][cH:17][cH:18][cH:19][cH:20]2)[C:3]1=[O:21]. Reactants: OB(O)O, Cl, F, O=N[O-], CCOC(=O)C(=O)c1ccc(C2CCCCC2)c(N)c1, [Na+], O. Yields the product CCOC(=O)C(=O)c1ccc(C2CCCCC2)c(F)c1. RXN SMILES: [B:26]([OH:27])([OH:28])[OH:29].[ClH:21].[FH:30].[N:22]([O-:23])=[O:24].[NH2:1][c:2]1[cH:3][c:4]([C:14]([C:15](=[O:16])[O:17][CH2:18][CH3:19])=[O:20])[cH:5][cH:6][c:7]1[CH:8]1[CH2:9][CH2:10][CH2:11][CH2:12][CH2:13]1.[Na+:25].[OH2:31]>>[c:2]1([F:30])[cH:3][c:4]([C:14]([C:15](=[O:16])[O:17][CH2:18][CH3:19])=[O:20])[cH:5][cH:6][c:7]1[CH:8]1[CH2:9][CH2:10][CH2:11][CH2:12][CH2:13]1.